Dataset: the Open Reaction Database (ORD), a public repository of structured organic reaction records. Task: describe an organic reaction: reactants, conditions, products, and yield The reactants are CC1CC(=O)OC1=O, Nc1ccncc1, O, Cc1ccccc1C. Yields the product CC1CC(=O)N(c2ccncc2)C1=O. As a reaction SMILES: [CH3:1][CH:2]1[C:3](=[O:4])[O:5][C:6](=[O:8])[CH2:7]1.[NH2:9][c:10]1[cH:11][cH:12][n:13][cH:14][cH:15]1.[OH2:24].[c:16]1([CH3:17])[c:18]([CH3:19])[cH:20][cH:21][cH:22][cH:23]1>>[CH3:1][CH:2]1[C:3](=[O:4])[N:9]([c:10]2[cH:11][cH:12][n:13][cH:14][cH:15]2)[C:6](=[O:8])[CH2:7]1. Starting materials: Cl.NCC(=O)OCC (Ethyl glycinate hydrochloride), ClC=1C=C(C=CC1OC(C)C)C1=NC(=NO1)C=1C=CC=C2C(=CN(C12)C)C=O (7-(5-{3-chloro-4-[(1-methylethyl)oxy]phenyl}-1,2,4-oxadiazol-3-yl)-1-methyl-1H-indole-3-carbaldehyde), [OH-].[Na+] (NaOH). The solvent is C(C)O (ethanol). Conditions: time 0.5 hour. Product: ClC=1C=C(C=CC1OC(C)C)C1=NC(=NO1)C=1C=CC=C2C(=CN(C12)C)CNCC(=O)OCC (ethyl N-{[7-(5-{3-chloro-4-[(1-methylethyl)oxy]phenyl}-1,2,4-oxadiazol-3-yl)-1-methyl-1H-indol-3-yl]methyl}glycinate). Yield: 58.6%. Reaction SMILES: Cl.[NH2:2][CH2:3][C:4]([O:6][CH2:7][CH3:8])=[O:5].[Cl:9][C:10]1[CH:11]=[C:12]([C:20]2[O:24][N:23]=[C:22]([C:25]3[CH:26]=[CH:27][CH:28]=[C:29]4[C:33]=3[N:32]([CH3:34])[CH:31]=[C:30]4[CH:35]=O)[N:21]=2)[CH:13]=[CH:14][C:15]=1[O:16][CH:17]([CH3:19])[CH3:18].[OH-].[Na+]>C(O)C>[Cl:9][C:10]1[CH:11]=[C:12]([C:20]2[O:24][N:23]=[C:22]([C:25]3[CH:26]=[CH:27][CH:28]=[C:29]4[C:33]=3[N:32]([CH3:34])[CH:31]=[C:30]4[CH2:35][NH:2][CH2:3][C:4]([O:6][CH2:7][CH3:8])=[O:5])[N:21]=2)[CH:13]=[CH:14][C:15]=1[O:16][CH:17]([CH3:18])[CH3:19] |f:0.1,3.4|. Procedure details: Ethyl glycinate hydrochloride (698 mg) and 7-(5-{3-chloro-4-[(1-methylethyl)oxy]phenyl}-1,2,4-oxadiazol-3-yl)-1-methyl-1H-indole-3-carbaldehyde (D61) (396 mg) were added to a solution of NaOH (200 mg) in ethanol (10 mL). After stirring for 0.5 hour, ethanol was evaporated off and then Dichloromethane (40 mL) containing AcOH (0.5 mL) was added to the residue. NaBH(OAc)3 (1.06 g) was added to the above mixture. The reaction mixture was stirred at room temperature overnight and then terminated by s... Starting materials: O1CCOCC1 (1,4-dioxane), FCC1(CC(C1)=C)C#N (1-(fluoromethyl)-3-methylenecyclobutanecarbonitrile), I(=O)(=O)(=O)[O-].[Na+] (sodium periodate). Reagents/catalysts: [Os](=O)(=O)(=O)=O (osmium tetraoxide). The solvent is O (water), O (water). Conditions: time 5 minute. Product: FCC1(CC(C1)=O)C#N (1-(fluoromethyl)-3-oxocyclobutanecarbonitrile). RXN SMILES: [O:1]1[CH2:6][CH2:5]OCC1.[F:7][CH2:8][C:9]1([C:14]#[N:15])CC(=C)[CH2:10]1.I([O-])(=O)(=O)=O.[Na+]>O.[Os](=O)(=O)(=O)=O>[F:7][CH2:8][C:9]1([C:14]#[N:15])[CH2:5][C:6](=[O:1])[CH2:10]1 |f:2.3|. Procedure details: A mixture of water (2 mL, 0.1 mol) and 1,4-dioxane (6 mL, 0.08 mol), 1-(fluoromethyl)-3-methylenecyclobutanecarbonitrile (0.256 g, 0.00204 mol), and 0.2 M of osmium tetraoxide in water (0.04 mL) was stirred for 5 min, during which time the mixture became brown. While the temperature was maintained at room temperature, sodium periodate (0.919 g, 0.00430 mol) was added in portions over a period of 30 min. The mixture was stirred overnight. The mixture was extracted with EtOAc and combined organic ... The reactants are N12CCCN=C2NCCC1 (1,5,7-Triazabicyclo[4.4.0]dec-5-ene), C/C(=C\C1=CC=CC=C1)/[N+](=O)[O-] (trans-β-methyl-β-nitrostyrene), C(C)OC(C[N+]#[C-])=O (isocyanoacetic acid ethyl ester). Run in C(C)(C)O (isopropanol), C1CCOC1 (THF). Run at time 8 hour. The product is C(C)OC(=O)C=1NC=C(C1C1=CC=CC=C1)C (4-methyl-3-phenyl-1H-pyrrole-2-carboxylic acid ethyl ester). Isolated yield 89.2%. RXN SMILES: N12CCCNC1=NCCC2.[CH3:11]/[C:12](/[N+]([O-])=O)=[CH:13]\[C:14]1[CH:19]=[CH:18][CH:17]=[CH:16][CH:15]=1.[CH2:23]([O:25][C:26](=[O:30])[CH2:27][N+:28]#[C-:29])[CH3:24]>C(O)(C)C.C1COCC1>[CH2:23]([O:25][C:26]([C:27]1[NH:28][CH:29]=[C:12]([CH3:11])[C:13]=1[C:14]1[CH:19]=[CH:18][CH:17]=[CH:16][CH:15]=1)=[O:30])[CH3:24]. Reported procedure: 1,5,7-Triazabicyclo[4.4.0]dec-5-ene on polystyrene (4.7 g, 2.6 mmol/g, 12.2 mmol) was added to a reaction mixture of trans-β-methyl-β-nitrostyrene (997 mg, 6.11 mmol) and isocyanoacetic acid ethyl ester (691 mg, 6.11 mmol) in isopropanol (5 mL) and THF (5 mL) and the reaction mixture was stirred overnight at RT under nitrogen as protective gas. The reaction mixture was filtered out and the residue washed with isopropanol and THF. The desired product 4-methyl-3-phenyl-1H-pyrrole-2-carboxylic acid... The reactants are C(C)C1=CCC(CC1)=O (4-ethyl-3-cyclohexen-1-one), C(C)[Mg]Br (ethyl magnesium bromide), O (water). The solvent is CCOCC (ether), CCOCC (ether). The product is C(C)C1(CC=C(CC1)CC)O (1,4-Diethyl-3-cyclohexen-1-ol). As a reaction SMILES: [CH2:1]([Mg]Br)[CH3:2].[CH2:5]([C:7]1[CH2:12][CH2:11][C:10](=[O:13])[CH2:9][CH:8]=1)[CH3:6].O>CCOCC>[CH2:1]([C:10]1([OH:13])[CH2:11][CH2:12][C:7]([CH2:5][CH3:6])=[CH:8][CH2:9]1)[CH3:2]. Reported procedure: To a stirred solution of 35 ml of 3.2M ethereal ethyl magnesium bromide (Aldrich) in 75 ml of dry ether was added dropwise at gentle reflux a solution of 10.0 g of 4-ethyl-3-cyclohexen-1-one in 25 ml of ether. After one hour longer at reflux, the mixture was cooled and treated dropwise with 80 ml of water. The aqueous layer was extracted with ether and the combined ether layers were dried, concentrated, and Claisen-distilled to give 7.3 g of the desired product, b.p. 82°-86° C. (5 mm). Starting materials: FC(C=1C=C(C=C(C1)C(F)(F)F)C(C(=O)N(C)C=1C=NC(=CC1C1=C(C=C(C=C1)F)C)N1CC(C1)SC)(C)C)(F)F (2-(3,5-bis-trifluoromethyl-phenyl)-N-[4-(4-fluoro-2-methyl-phenyl)-6-(3-methylsulfanyl-azetidin-1-yl)-pyridin-3-yl]-N-methyl-isobutyramide), ClC1=CC(=CC=C1)C(=O)OO (3-chloroperbenzoic acid), S(=O)(O)[O-].[Na+] (sodium hydrogensulfite). Run in ClCCl (dichloromethane). Run at time 2 hour. Yields the product FC(C=1C=C(C=C(C1)C(F)(F)F)C(C(=O)N(C)C=1C=NC(=CC1C1=C(C=C(C=C1)F)C)N1CC(C1)S(=O)(=O)C)(C)C)(F)F (2-(3,5-Bis-trifluoromethyl-phenyl)-N-[4-(4-fluoro-2-methyl-phenyl)-6-(3-methanesulfonyl-azetidin-1-yl)-pyridin-3-yl]-N-methyl-isobutyramide). Yield: 60.0%. RXN SMILES: [F:1][C:2]([F:41])([F:40])[C:3]1[CH:4]=[C:5]([C:13]([CH3:39])([CH3:38])[C:14]([N:16]([C:18]2[CH:19]=[N:20][C:21]([N:32]3[CH2:35][CH:34](SC)[CH2:33]3)=[CH:22][C:23]=2[C:24]2[CH:29]=[CH:28][C:27]([F:30])=[CH:26][C:25]=2[CH3:31])[CH3:17])=[O:15])[CH:6]=[C:7]([C:9]([F:12])([F:11])[F:10])[CH:8]=1.Cl[C:43]1C=CC=C(C(OO)=O)C=1.[S:53]([O-:56])(O)=[O:54].[Na+]>ClCCl>[F:40][C:2]([F:1])([F:41])[C:3]1[CH:4]=[C:5]([C:13]([CH3:38])([CH3:39])[C:14]([N:16]([C:18]2[CH:19]=[N:20][C:21]([N:32]3[CH2:33][CH:34]([S:53]([CH3:43])(=[O:56])=[O:54])[CH2:35]3)=[CH:22][C:23]=2[C:24]2[CH:29]=[CH:28][C:27]([F:30])=[CH:26][C:25]=2[CH3:31])[CH3:17])=[O:15])[CH:6]=[C:7]([C:9]([F:10])([F:11])[F:12])[CH:8]=1 |f:2.3|. Procedure: To a solution of 0.25 g (0.42 mmol) 2-(3,5-bis-trifluoromethyl-phenyl)-N-[4-(4-fluoro-2-methyl-phenyl)-6-(3-methylsulfanyl-azetidin-1-yl)-pyridin-3-yl]-N-methyl-isobutyramide in 10 ml dichloromethane were added 206 mg (70%, 0.84 mmol) 3-chloroperbenzoic acid at 0° C. After completed addition, the reaction mixture was allowed to warm to room temperature and stirred for 2 h. An aqueous solution of sodium hydrogensulfite was added and the mixture was stirred for 10 min. Basification with 1 N aqueou... Starting materials: C(=O)(OC(C)(C)C)N([C@@H](C)CO)C (Boc-N-methyl-alaninol), C(=O)(O)[O-].[Na+] (NaHCO3), [K+].[Br-] (KBr), 2,2,6,6-tetramethyl-piperidin-1-oxyl, Cl[O-].[Na+] (sodium hypochlorite), [O-]Cl.[Na+] (NaOCl). Run in O (water), ClCCl (dichloromethane). Conditions: temperature 0 celsius, time 2.5 hour. Product: C(C)(C)(C)OC(N([C@H](C=O)C)C)=O (Methyl-((S)-1-methyl-2-oxo-ethyl)-carbamic acid tert-butyl ester). Isolated yield 81.0%. Reaction SMILES: [C:1]([N:8]([CH3:13])[C@H:9]([CH2:11][OH:12])[CH3:10])([O:3][C:4]([CH3:7])([CH3:6])[CH3:5])=[O:2].C([O-])(O)=O.[Na+].[K+].[Br-].Cl[O-].[Na+]>ClCCl.O>[C:4]([O:3][C:1](=[O:2])[N:8]([CH3:13])[C@@H:9]([CH3:10])[CH:11]=[O:12])([CH3:6])([CH3:7])[CH3:5] |f:1.2,3.4,5.6|. Procedure details: To a solution of 18.0 g Boc-N-methyl-alaninol (95 mmol) in 95 ml dichloromethane was added a solution of 3.2 g NaHCO3 (38 mmol) and 1.14 g KBr (9.5 mmol) in 95 ml deionized water. The reaction mixture was cooled to 0° C. and after the addition of 152 mg 2,2,6,6-tetramethyl-piperidin-1-oxyl (TEMPO, 0.95 mmol), 72 g 10.3% aqueous sodium hypochlorite (105 mmol Cl2) were added under stirring over 2.5 h at 0-5°. After additional stirring for 30 min the excess of NaOCl was destroyed by the addition 38... The reactants are Cl (HCl), C1(CC1)C1=CC(=NN1C1=CC=C(C=C1)NC(CC1=CC=NC=C1)=O)C(F)(F)F (N-{4-[5-cyclopropyl-3-(trifluoromethyl)-1H-pyrazol-1-yl]phenyl}-2-(pyridin-4-yl)acetamide), N1=CC=C(C=C1)CC(=O)O (2-(pyridin-4-yl)acetic acid), intermediate 31. Solvent: C(C)OCC (diethyl ether), C1CCOC1 (THF). Conditions: time 15 minute. The product is Cl.C1(CC1)C1=CC(=NN1C1=CC=C(C=C1)NC(CC1=CC=NC=C1)=O)C(F)(F)F (N-{4-[5-cyclopropyl-3-(trifluoromethyl)-1H-pyrazol-1-yl]phenyl}-2-(pyridin-4-yl)acetamide hydrochloride). As a reaction SMILES: [CH:1]1([C:4]2[N:8]([C:9]3[CH:14]=[CH:13][C:12]([NH:15][C:16](=[O:24])[CH2:17][C:18]4[CH:23]=[CH:22][N:21]=[CH:20][CH:19]=4)=[CH:11][CH:10]=3)[N:7]=[C:6]([C:25]([F:28])([F:27])[F:26])[CH:5]=2)[CH2:3][CH2:2]1.N1C=CC(CC(O)=O)=CC=1.[ClH:39]>C1COCC1.C(OCC)C>[ClH:39].[CH:1]1([C:4]2[N:8]([C:9]3[CH:10]=[CH:11][C:12]([NH:15][C:16](=[O:24])[CH2:17][C:18]4[CH:19]=[CH:20][N:21]=[CH:22][CH:23]=4)=[CH:13][CH:14]=3)[N:7]=[C:6]([C:25]([F:26])([F:27])[F:28])[CH:5]=2)[CH2:3][CH2:2]1 |f:5.6|. Reported procedure: Following the general procedure-1, N-{4-[5-cyclopropyl-3-(trifluoromethyl)-1H-pyrazol-1-yl]phenyl}-2-(pyridin-4-yl)acetamide (38 mg) was prepared from 2-(pyridin-4-yl)acetic acid (94 mg, 0.54 mmol) and intermediate 31 (120 mg, 0.45 mmol) as a pale-yellow solid and dissolved in THF. Saturated HCl in diethyl ether was added to this solution at 0° C. and stirred for 15 min. Solid that separated out was filtered and dried to give the title compound (30 mg) as a brown solid. M.P. 135-139° C. 1H-NMR (... The reactants are [BH4-], CO, Cc1cc(C(C)(C)C#N)ccc1C=O, N, [Na+]. The product is Cc1cc(C(C)(C)C#N)ccc1CN. Reaction SMILES: [BH4-:15].[CH3:18][OH:19].[CH:1](=[O:2])[c:3]1[c:4]([CH3:14])[cH:5][c:6]([C:9]([C:10]#[N:11])([CH3:12])[CH3:13])[cH:7][cH:8]1.[NH3:17].[Na+:16]>>[CH2:1]([c:3]1[c:4]([CH3:14])[cH:5][c:6]([C:9]([C:10]#[N:11])([CH3:12])[CH3:13])[cH:7][cH:8]1)[NH2:17].